describe an organic reaction: reactants, conditions, products, and yield From a dataset of the Open Reaction Database (ORD), a public repository of structured organic reaction records. Reactants: COC1=CC(=NC(=C1)OC1=CC(=CC=C1)C(F)(F)F)C(=O)N (4-methoxy-6-{3-(trifluoromethyl)phenoxy}-2-pyridine carboxamide), C1=CC=CC=C1 (benzene), O.FC(C=O)(F)F (trifluoroacetaldehyde hydrate). Product: COC(C(F)(F)F)NC(=O)C1=NC(=CC(=C1)OC)OC1=CC(=CC=C1)C(F)(F)F (N-(1-methoxy-2,2,2-trifluoroethyl)-4-methoxy-6-{3-(trifluoromethyl)phenoxy}-2-pyridine carboxamide). As a reaction SMILES: [CH3:1][O:2][C:3]1[CH:8]=[C:7]([O:9][C:10]2[CH:15]=[CH:14][CH:13]=[C:12]([C:16]([F:19])([F:18])[F:17])[CH:11]=2)[N:6]=[C:5]([C:20]([NH2:22])=[O:21])[CH:4]=1.O.[F:24][C:25]([F:29])([F:28])[CH:26]=[O:27].[CH:30]1C=CC=CC=1>>[CH3:30][O:27][CH:26]([NH:22][C:20]([C:5]1[CH:4]=[C:3]([O:2][CH3:1])[CH:8]=[C:7]([O:9][C:10]2[CH:15]=[CH:14][CH:13]=[C:12]([C:16]([F:18])([F:19])[F:17])[CH:11]=2)[N:6]=1)=[O:21])[C:25]([F:29])([F:28])[F:24] |f:1.2|. Reported procedure: 4-methoxy-6-{3-(trifluoromethyl)phenoxy}-2-pyridine carboxamide was dissolved in benzene and mixed with 0.36 g (0.0026×1.2 mol) of trifluoroacetaldehyde hydrate, followed by treating the obtained solution under reflux for about 5 hours. The reaction solution was concentrated and then distributed in ethyl acetate-saturated sodium bicarbonate water, followed by washing with saturated brine. The organic phase of the obtained solution was dried with anhydrous sodium sulfate, concentrated and purifie... Starting materials: [Cl-].[Al+3].[Cl-].[Cl-] (aluminum chloride), ice water, N(=O)[O-].[Na+] (sodium nitrite), [N-]=[N+]=[N-].[Na+] (sodium azide), C(C)OC1=C(C(=CC=C1)N=C=O)C (1-ethoxy-3-isocyanato-2-methylbenzene), Cl (hydrochloric acid). Run in CN(C=O)C (N,N-dimethylformamide), O (water). Reaction conditions: temperature 75 celsius, time 1 hour. Yields the product CC1=C(C=CC=C1OCC)N1N=NNC1=O (1-(2-methyl-3-ethoxyphenyl)-1,4-dihydrotetrazole-5-one). Reaction SMILES: [Cl-].[Al+3].[Cl-].[Cl-].[N-:5]=[N+:6]=[N-:7].[Na+].[CH2:9]([O:11][C:12]1[CH:17]=[CH:16][CH:15]=[C:14]([N:18]=[C:19]=[O:20])[C:13]=1[CH3:21])[CH3:10].N([O-])=O.[Na+].Cl>O.CN(C)C=O>[CH3:21][C:13]1[C:12]([O:11][CH2:9][CH3:10])=[CH:17][CH:16]=[CH:15][C:14]=1[N:18]1[C:19](=[O:20])[NH:7][N:6]=[N:5]1 |f:0.1.2.3,4.5,7.8|. Reported procedure: Under ice-cooling, to a mixture of N,N-dimethylformamide 350 mL and anhydrous aluminum chloride 33.6 g was added sodium azide 15 g, and the resulting mixtures were stirred for one hour. Thereto was thereafter added 1-ethoxy-3-isocyanato-2-methylbenzene described in Reference Preparation example 2737.2 g and the resulting mixtures were heated to 75° C. and were stirred for five hours. The mixtures were cooled and under ice-cooling, to the reaction mixtures was added ice water 100 mL, followed by ... Reactants: O=C(c1c(-c2ncn(Cc3ccccc3)n2)nc(-c2ccc(OC(F)(F)F)cc2)n1C1CC1)N1CCC(N2CCCC2)CC1, CO, Cl, [H][H]. The product is O=C(c1c(-c2nc[nH]n2)nc(-c2ccc(OC(F)(F)F)cc2)n1C1CC1)N1CCC(N2CCCC2)CC1. RXN SMILES: [CH2:1]([c:2]1[cH:3][cH:4][cH:5][cH:6][cH:7]1)[n:8]1[n:9][c:10](-[c:13]2[c:14]([C:32](=[O:33])[N:34]3[CH2:35][CH2:36][CH:37]([N:40]4[CH2:41][CH2:42][CH2:43][CH2:44]4)[CH2:38][CH2:39]3)[n:15]([CH:29]3[CH2:30][CH2:31]3)[c:16](-[c:18]3[cH:19][cH:20][c:21]([O:24][C:25]([F:26])([F:27])[F:28])[cH:22][cH:23]3)[n:17]2)[n:11][cH:12]1.[CH3:48][OH:49].[ClH:45].[H:46][H:47]>>[nH:8]1[n:9][c:10](-[c:13]2[c:14]([C:32](=[O:33])[N:34]3[CH2:35][CH2:36][CH:37]([N:40]4[CH2:41][CH2:42][CH2:43][CH2:44]4)[CH2:38][CH2:39]3)[n:15]([CH:29]3[CH2:30][CH2:31]3)[c:16](-[c:18]3[cH:19][cH:20][c:21]([O:24][C:25]([F:26])([F:27])[F:28])[cH:22][cH:23]3)[n:17]2)[n:11][cH:12]1. The reactants are [BH3-]C#N, CCOC(=O)CNCc1ccccc1, CC(=O)O, CO, COc1cccc(C=O)c1, [Na+]. Product: CCOC(=O)CN(Cc1ccccc1)Cc1cccc(OC)c1. RXN SMILES: [C:29]([BH3-:30])#[N:31].[CH2:1]([c:2]1[cH:3][cH:4][cH:5][cH:6][cH:7]1)[NH:8][CH2:9][C:10](=[O:11])[O:12][CH2:13][CH3:14].[CH3:25][C:26](=[O:27])[OH:28].[CH3:33][OH:34].[CH:15]([c:16]1[cH:17][c:18]([O:22][CH3:23])[cH:19][cH:20][cH:21]1)=[O:24].[Na+:32]>>[CH2:1]([c:2]1[cH:3][cH:4][cH:5][cH:6][cH:7]1)[N:8]([CH2:9][C:10](=[O:11])[O:12][CH2:13][CH3:14])[CH2:15][c:16]1[cH:17][c:18]([O:22][CH3:23])[cH:19][cH:20][cH:21]1. The reactants are IC1=CC=NC(=C1C(=O)O)OC (4-iodo-2-methoxynicotinic acid), Cl.FC1=C(C(=CC=C1)F)NN ((2,6-difluorophenyl)hydrazine hydrochloride), CCN=C=NCCCN(C)C.Cl (EDCI hydrochloride), C=1C=CC2=C(C1)N=NN2O (HOBt). The solvent is O (water), CC(=O)N(C)C (DMA). Reaction conditions: time 8 hour. Product: FC1=C(C(=CC=C1)F)NNC(C1=C(N=CC=C1I)OC)=O (N′-(2,6-difluorophenyl)-4-iodo-2-methoxynicotinohydrazide). Yield: 90.9%. Reaction SMILES: [I:1][C:2]1[C:7]([C:8]([OH:10])=O)=[C:6]([O:11][CH3:12])[N:5]=[CH:4][CH:3]=1.Cl.[F:14][C:15]1[CH:20]=[CH:19][CH:18]=[C:17]([F:21])[C:16]=1[NH:22][NH2:23].CCN=C=NCCCN(C)C.Cl.C1C=CC2N(O)N=NC=2C=1>CC(N(C)C)=O.O>[F:14][C:15]1[CH:20]=[CH:19][CH:18]=[C:17]([F:21])[C:16]=1[NH:22][NH:23][C:8](=[O:10])[C:7]1[C:2]([I:1])=[CH:3][CH:4]=[N:5][C:6]=1[O:11][CH3:12] |f:1.2,3.4|. Procedure details: To a solution of 4-iodo-2-methoxynicotinic acid (1.00 g) obtained in Step C of Example 6 in DMA (10 mL) were added (2,6-difluorophenyl)hydrazine hydrochloride (647 mg), EDCI hydrochloride (824 mg) and HOBt (581 mg) at 0° C., and the mixture was stirred overnight at room temperature. To the reaction mixture was added water, and the mixture was extracted with ethyl acetate. The organic layer was dried over anhydrous sodium sulfate, filtered, and concentrated under reduced pressure. The residue was... Solvent: C1CCOC1 (THF). RXN SMILES: [NH:1]1[C:9]2[CH2:8][CH2:7][N:6]([C:10]([O:12][C:13]([CH3:16])([CH3:15])[CH3:14])=[O:11])[CH2:5][C:4]=2[CH:3]=[C:2]1[C:17]([O:19][CH2:20][CH3:21])=[O:18].[H-].[Na+].[CH3:24]I>C1COCC1>[CH3:24][N:1]1[C:9]2[CH2:8][CH2:7][N:6]([C:10]([O:12][C:13]([CH3:16])([CH3:15])[CH3:14])=[O:11])[CH2:5][C:4]=2[CH:3]=[C:2]1[C:17]([O:19][CH2:20][CH3:21])=[O:18] |f:1.2|. The product is CN1C(=CC=2CN(CCC21)C(=O)OC(C)(C)C)C(=O)OCC (5-tert-butyl 2-ethyl 1-methyl-1,4,6,7-tetrahydro-5H-pyrrolo[3,2-c]pyridine-2,5-dicarboxylate). Starting materials: N1C(=CC=2CN(CCC21)C(=O)OC(C)(C)C)C(=O)OCC (5-tert-butyl 2-ethyl 1,4,6,7-tetrahydro-5H-pyrrolo[3,2-c]pyridine-2,5-dicarboxylate), [H-].[Na+] (NaH), CI (Methyl iodide). Procedure details: To a solution of 5-tert-butyl 2-ethyl 1,4,6,7-tetrahydro-5H-pyrrolo[3,2-c]pyridine-2,5-dicarboxylate (1.0 eq) in THF at 0° C. was added NaH (1.2 eq) and stirred for half an hour at room temperature. Methyl iodide (1.3 eq) was added and resulting reaction mixture was stirred for 3 hrs. Reaction mixture was then quenched with water and extracted with ethyl acetate, dried over sodium sulphate and concentrated to dryness. Crude mass was then purified by silica gel column chromatography to afford 5-t... Reactants: FC1=CC2=C(C(=NO2)C2CCNCC2)C=C1 (6-fluoro-3-(4-piperidinyl)-1,2-benzisoxazole), C(=O)([O-])[O-].[K+].[K+] (K2CO3), BrCCC1=C2C(C(=O)NC2=O)=CC=C1 (2-bromoethyl phthalimide), C(C)#N (acetonitrile). Yields the product FC1=CC2=C(C(=NO2)C2CCN(CC2)CCN2C(C=3C(C2=O)=CC=CC3)=O)C=C1 (N-[2-[4-(6-Fluoro-1,2-benzisoxazole-3-yl)-1-piperidinyl]ethyl]phthalimide). As a reaction SMILES: [F:1][C:2]1[CH:16]=[CH:15][C:5]2[C:6]([CH:9]3[CH2:14][CH2:13][NH:12][CH2:11][CH2:10]3)=[N:7][O:8][C:4]=2[CH:3]=1.C([O-])([O-])=O.[K+].[K+].BrCC[C:26]1[CH:36]=[CH:35][CH:34]=[C:28]2[C:29]([NH:31][C:32](=[O:33])[C:27]=12)=[O:30].[C:37](#N)[CH3:38]>>[F:1][C:2]1[CH:16]=[CH:15][C:5]2[C:6]([CH:9]3[CH2:10][CH2:11][N:12]([CH2:37][CH2:38][N:31]4[C:32](=[O:33])[C:27]5=[CH:26][CH:36]=[CH:35][CH:34]=[C:28]5[C:29]4=[O:30])[CH2:13][CH2:14]3)=[N:7][O:8][C:4]=2[CH:3]=1 |f:1.2.3|. Procedure details: A mixture of 6-fluoro-3-(4-piperidinyl)-1,2-benzisoxazole (5.15 g, 23.4 mmol), K2CO3 (4.2 g, 30.4 mmol) and 2-bromoethyl phthalimide (7.13 g, 28 mmol) in acetonitrile (250 ml) was heated at reflux for 3.5 hours. The solids and solvent were removed. The residue was purified by flash chromatography (SiO2, 110 g, eluted with 2-4% CH3OH:DCM). The product thus obtained weighed 7.8 g (84%). Part of the material was recrystallized to give 2.35 g of off white crystals, m.p.=148°-149° C.